Dataset: the Open Reaction Database (ORD), a public repository of structured organic reaction records. Task: describe an organic reaction: reactants, conditions, products, and yield Reactants: [H-].[Na+] (NaH), CI (Methyl iodide), CN(C)C=O (DMF), BrC1=CC(=C(C=C1)CC#N)C(F)(F)F ((4-Bromo-2-trifluoromethyl-phenyl)-acetonitrile), [H-].[Na+] (NaH). The solvent is C1CCOC1 (THF). Run at time 20 minute. The product is BrC1=CC(=C(C=C1)C(C#N)(C)C)C(F)(F)F (2-(4-Bromo-2-trifluoromethyl-phenyl)2-methyl-propionitrile). Isolated yield 75.0%. Reaction SMILES: [H-].[Na+].[Br:3][C:4]1[CH:9]=[CH:8][C:7]([CH2:10][C:11]#N)=[C:6]([C:13]([F:16])([F:15])[F:14])[CH:5]=1.[CH3:17]I.C[N:20]([CH:22]=O)C>C1COCC1>[Br:3][C:4]1[CH:9]=[CH:8][C:7]([C:10]([CH3:17])([CH3:11])[C:22]#[N:20])=[C:6]([C:13]([F:16])([F:15])[F:14])[CH:5]=1 |f:0.1|. Reported procedure: NaH 95% (2.28 g, 94.7 mmol) was suspended in DMF (25mL) and cooled to 0° C. (4-Bromo-2-trifluoromethyl-phenyl)-acetonitrile (5 g, 18.94 mmol) from step 2 above, was dissolved in THF (35 mL) and slowly added via cannula to the NaH suspension. The reaction mixture was stirred for 20 min. Methyl iodide (11.79 mL, 189.36 mmol) was added and the resulting mixture was stirred overnight at room temperature. Reaction was quenched with H2O (100 mL). Solvents were removed in vacuo and residue partitioned ... Reactants: NC=1C=C(C=CC1)N1C(=C(NC(=C1C(=O)OC)C)C)C(=O)OC (4-(3-Aminophenyl)-1,4-dihydro-2,6-dimethyl-3,5-pyrazinedicarboxylic acid, dimethyl ester), C(=S)(N1C=NC=C1)N1C=NC=C1 (1,1′-thiocarbonyldiimidazole). Run in CN(C)C=O (DMF), CN(C)C=O (DMF). Run at time 0.5 hour. The product is CC=1NC(=C(N(C1C(=O)OC)C1=CC(=CC=C1)N=C=S)C(=O)OC)C (1,4-Dihydro-2,6-dimethyl-4-(3-isothiocyanatophenyl)-3,5-pyrazinedicarboxylic acid, dimethyl ester). Yield: 87.1%. Reaction SMILES: [NH2:1][C:2]1[CH:3]=[C:4]([N:8]2[C:13]([C:14]([O:16][CH3:17])=[O:15])=[C:12]([CH3:18])[NH:11][C:10]([CH3:19])=[C:9]2[C:20]([O:22][CH3:23])=[O:21])[CH:5]=[CH:6][CH:7]=1.[C:24](N1C=CN=C1)(N1C=CN=C1)=[S:25]>CN(C=O)C>[CH3:19][C:10]1[NH:11][C:12]([CH3:18])=[C:13]([C:14]([O:16][CH3:17])=[O:15])[N:8]([C:4]2[CH:5]=[CH:6][CH:7]=[C:2]([N:1]=[C:24]=[S:25])[CH:3]=2)[C:9]=1[C:20]([O:22][CH3:23])=[O:21]. Procedure details: 4-(3-Aminophenyl)-1,4-dihydro-2,6-dimethyl-3,5-pyrazinedicarboxylic acid, dimethyl ester (3.8 mmol) in 16 mL of DMF was slowly added into a DMF solution (20 mL) of 1,1′-thiocarbonyldiimidazole (5.2 mmol) and the reaction went to completion in 0.5 hours. After DMF was removed in vacuo, the residue was purified by chromatography on silica gel eluted with 50% (v/v) ethyl acetate in hexanes to give the title compound as a yellow powder (1.19 g, 87%); 1H-NMR (CDCl3) δ 7.09 (t, 1H, J=8.1 Hz), 6.73 (dd... The reactants are ethyl oxalyl chloride, t-butyl oxalyl chloride, ClC1=C(C=CC=C1)C1=CC=C(C=C1)C(C(=O)OCC1=CC=CC=C1)=O (benzyl 2'-chloro-4-biphenylylglyoxylate), i-propyl oxalyl chloride, ClC1=C(C=CC=C1)C1=CC=C(C=C1)C(C(=O)OCCC)=O (propyl 2'-chloro-4-biphenylylglyoxylate), ClC1=C(C=CC=C1)C1=CC=C(C=C1)C(C(=O)OC(C)(C)C)=O (t-butyl 2'-chloro-4-biphenylylglyoxylate), ClC1=C(C=CC=C1)C1=CC=C(C=C1)C(C(=O)OC)=O (methyl 2'-chloro-4-biphenylylglyoxylate), methyl oxalyl chloride, propyl oxalyl chloride, benzyl oxalyl chloride. The product is ClC1=C(C=CC=C1)C1=CC=CC=C1 (2-Chlorobiphenyl). As a reaction SMILES: [Cl:1][C:2]1[CH:7]=[CH:6][CH:5]=[CH:4][C:3]=1[C:8]1[CH:13]=[CH:12][C:11](C(=O)C(OC)=O)=[CH:10][CH:9]=1.ClC1C=CC=CC=1C1C=CC(C(=O)C(OCCC)=O)=CC=1.ClC1C=CC=CC=1C1C=CC(C(=O)C(OC(C)(C)C)=O)=CC=1.ClC1C=CC=CC=1C1C=CC(C(=O)C(OCC2C=CC=CC=2)=O)=CC=1>>[Cl:1][C:2]1[CH:7]=[CH:6][CH:5]=[CH:4][C:3]=1[C:8]1[CH:9]=[CH:10][CH:11]=[CH:12][CH:13]=1. Reported procedure: When ethyl oxalyl chloride in the above example is replaced with methyl oxalyl chloride, propyl oxalyl chloride, i-propyl oxalyl chloride, t-butyl oxalyl chloride, or benzyl oxalyl chloride then the product obtained is methyl 2'-chloro-4-biphenylylglyoxylate, propyl 2'-chloro-4-biphenylylglyoxylate, i-propyl 2'-chloro-4-biphenylylglyoxoylate, t-butyl 2'-chloro-4-biphenylylglyoxylate, or benzyl 2'-chloro-4-biphenylylglyoxylate. Product: C=CCOc1cncc(N)n1. Reactants: [H-], Nc1cncc(Cl)n1, [Na+], C1COCCO1, C=CCO. As a reaction SMILES: [H-:6].[NH2:7][c:8]1[n:9][c:10]([Cl:14])[cH:11][n:12][cH:13]1.[Na+:5].[O:15]1[CH2:16][CH2:17][O:18][CH2:19][CH2:20]1.[OH:1][CH2:2][CH:3]=[CH2:4]>>[O:1]([CH2:2][CH:3]=[CH2:4])[c:10]1[n:9][c:8]([NH2:7])[cH:13][n:12][cH:11]1. Reactants: CC(C)(C)OC(=O)Oc1cc(Cl)c(Cl)cc1Cl, CN(C)c1ccccc1, Cc1ccccc1, O=C(Cl)Cl, Oc1cc(Cl)c(Cl)cc1Cl. Yields the product O=C(Cl)Oc1cc(Cl)c(Cl)cc1Cl. RXN SMILES: [C:1]([O:2][C:4]([CH3:5])([CH3:6])[CH3:17])(=[O:3])[O:7][c:8]1[c:9]([Cl:16])[cH:10][c:11]([Cl:15])[c:12]([Cl:14])[cH:13]1.[CH3:32][N:33]([CH3:34])[c:35]1[cH:36][cH:37][cH:38][cH:39][cH:40]1.[CH3:41][c:42]1[cH:43][cH:44][cH:45][cH:46][cH:47]1.[Cl:18][C:19](=[O:20])[Cl:21].[OH:22][c:23]1[c:24]([Cl:25])[cH:26][c:27]([Cl:28])[c:29]([Cl:30])[cH:31]1>>[C:1](=[O:2])([O:7][c:8]1[c:9]([Cl:16])[cH:10][c:11]([Cl:15])[c:12]([Cl:14])[cH:13]1)[Cl:18]. Starting materials: [H-].[Na+] (NaH), [N+](=O)([O-])C=1C=C2CCNC2=CC1 (5-nitroindoline), Cl.CN(CCCCl)C (3-dimethylaminopropyl chloride hydrochloride), water ice, [H][H] (hydrogen). The solvent is CN(C)C=O (DMF). Reaction conditions: temperature 60 celsius. Product: CN(CCCN1CCC2=CC(=CC=C12)[N+](=O)[O-])C (N,N-dimethyl-3-(5-nitro-2,3-dihydro-1H-indol-1-yl)-1-propanamine). Yield: 48.0%. RXN SMILES: [N+:1]([C:4]1[CH:5]=[C:6]2[C:10](=[CH:11][CH:12]=1)[NH:9][CH2:8][CH2:7]2)([O-:3])=[O:2].[H-].[Na+].[H][H].Cl.[CH3:18][N:19]([CH3:24])[CH2:20][CH2:21][CH2:22]Cl>CN(C=O)C>[CH3:18][N:19]([CH3:24])[CH2:20][CH2:21][CH2:22][N:9]1[C:10]2[C:6](=[CH:5][C:4]([N+:1]([O-:3])=[O:2])=[CH:12][CH:11]=2)[CH2:7][CH2:8]1 |f:1.2,4.5|. Procedure details: 4.92 g (30 mmole) of 5-nitroindoline is introduced by portions into a 250 ml double-necked flask, under argon atmosphere, containing a suspension of 2.4 g (60 mmole) of NaH (60%) in 60 ml DMF. The vigorous hydrogen evolution is accompanied by the formation of a red suspension. Agitation is maintained for 30 minutes at 23° C. before the addition, by portions, of 4.74 g (30 mmole) of 3-dimethylaminopropyl chloride hydrochloride. The reaction mixture is agitated and heated at 60° C. during 18 hours... Starting materials: CO, CC(C(=O)CNC(c1cncnc1C(=O)O)C(C)C)c1ccc(Cl)cc1, O, O=S(=O)(O)O. Product: COC(=O)c1ncncc1C(NCC(=O)C(C)c1ccc(Cl)cc1)C(C)C. As a reaction SMILES: [CH3:6][OH:7].[Cl:8][c:9]1[cH:10][cH:11][c:12]([CH:15]([C:16](=[O:17])[CH2:18][NH:19][CH:20]([CH:21]([CH3:22])[CH3:23])[c:24]2[c:25]([C:30](=[O:31])[OH:32])[n:26][cH:27][n:28][cH:29]2)[CH3:33])[cH:13][cH:14]1.[OH2:34].[S:1](=[O:2])(=[O:3])([OH:4])[OH:5]>>[CH3:6][O:31][C:30]([c:25]1[c:24]([CH:20]([NH:19][CH2:18][C:16]([CH:15]([c:12]2[cH:11][cH:10][c:9]([Cl:8])[cH:14][cH:13]2)[CH3:33])=[O:17])[CH:21]([CH3:22])[CH3:23])[cH:29][n:28][cH:27][n:26]1)=[O:32].